This data is from the Open Reaction Database (ORD), a public repository of structured organic reaction records. The task is: describe an organic reaction: reactants, conditions, products, and yield Isolated yield 92.8%. Starting materials: ClC=1C=C(C=NC1OCC(F)F)CO ((5-chloro-6-(2,2-difluoroethoxy)pyridin-3-yl)methanol), C1(C=2C(C(N1)=O)=CC=CC2)=O (phthalimide), N(=NC(=O)OC(C)(C)C)C(=O)OC(C)(C)C (di-tert-butyl azodicarboxylate), C1(=CC=CC=C1)P(C1=CC=CC=C1)C1=CC=CC=C1 (triphenylphosphine). The product is ClC=1C=C(C=NC1OCC(F)F)CN1C(C2=CC=CC=C2C1=O)=O (2-((5-chloro-6-(2,2-difluoroethoxy)pyridin-3-yl)methyl)isoindoline-1,3-dione). Reaction SMILES: [Cl:1][C:2]1[CH:3]=[C:4]([CH2:13]O)[CH:5]=[N:6][C:7]=1[O:8][CH2:9][CH:10]([F:12])[F:11].[C:15]1(=[O:25])[NH:19][C:18](=[O:20])[C:17]2=[CH:21][CH:22]=[CH:23][CH:24]=[C:16]12.N(C(OC(C)(C)C)=O)=NC(OC(C)(C)C)=O.C1(P(C2C=CC=CC=2)C2C=CC=CC=2)C=CC=CC=1>C1COCC1>[Cl:1][C:2]1[CH:3]=[C:4]([CH2:13][N:19]2[C:15](=[O:25])[C:16]3[C:17](=[CH:21][CH:22]=[CH:23][CH:24]=3)[C:18]2=[O:20])[CH:5]=[N:6][C:7]=1[O:8][CH2:9][CH:10]([F:11])[F:12]. Run at time 2 hour. Procedure: A mixture of (5-chloro-6-(2,2-difluoroethoxy)pyridin-3-yl)methanol (0.87 g, 3.88 mmol, Step-3), phthalimide (0.63 g, 4.26 mmol), di-tert-butyl azodicarboxylate (2.11 mL, 4.65 mmol, ca. 2.2 mol/L in toluene) and triphenylphosphine (1.53 g, 5.81 mmol) in THF (26 mL) is stirred at rt for 2 hours. The reaction mixture is concentrated in vacuo. The residue is purified by column chromatography on silica gel eluting with n-hexane/EtOAc (10:1 to 3:1) to give 1.27 g (93% yield) of the title compound as w... Solvent: C1CCOC1 (THF). Reactants: [OH-].[K+] (Potassium hydroxide), O (water), O1C(=CC2=C1C=CC=C2)C(=O)C2N(CCCC2)C(=O)OC(C)(C)C ((RS)-2-(2-benzofuranylcarbonyl)-1-(tert-butyloxycarbonyl)piperidine), O.NN (hydrazine hydrate), resultant mixture. Solvent: C(COCCO)O (diethylene glycol). Yields the product O1C(=CC2=C1C=CC=C2)CC2NCCCC2 ((RS)-2-(2-Benzofuranylmethyl)piperidine). Isolated yield 5.1%. Reaction SMILES: [O:1]1[C:5]2[CH:6]=[CH:7][CH:8]=[CH:9][C:4]=2[CH:3]=[C:2]1[C:10]([CH:12]1[CH2:17][CH2:16][CH2:15][CH2:14][N:13]1C(OC(C)(C)C)=O)=O.O.NN.[OH-].[K+].O>C(O)COCCO>[O:1]1[C:5]2[CH:6]=[CH:7][CH:8]=[CH:9][C:4]=2[CH:3]=[C:2]1[CH2:10][CH:12]1[CH2:17][CH2:16][CH2:15][CH2:14][NH:13]1 |f:1.2,3.4|. Procedure: To a solution of (RS)-2-(2-benzofuranylcarbonyl)-1-(tert-butyloxycarbonyl)piperidine (0.30 g, 0.91 mmol) in diethylene glycol (20 g), was added hydrazine hydrate (0.16 ml, 2.79 mmol) and the resultant mixture heated at 170° C. for 30 min. then cooled to room temperature. Potassium hydroxide (0.44 g, 7.86 mmol) was added and the mixture heated at 200° C. for 18 h. The resultant was then poured into water (100 ml) and extracted with diethyl ether (3×20 ml). The combined organic extracts were dried...